Dataset: the Open Reaction Database (ORD), a public repository of structured organic reaction records. Task: describe an organic reaction: reactants, conditions, products, and yield The reactants are C1(=CC=CC=C1)P(C1=CC=CC=C1)C1=CC=CC=C1 (triphenylphosphine), C(CCC)N (n-butylamine), C(C#C)O (propargyl alcohol), I\C=C\C(C)(C)C ((E)-1- iodo-3,3-dimethyl-1-butene). The reagents and catalysts are [Cu]I (copper(I) iodide), [Pd](Cl)Cl (palladium chloride). Solvent: C(C)(=O)OCC (ethyl acetate), O (water), O1CCCC1 (tetrahydrofuran). Conditions: time 8 hour. The product is CC(/C=C/C#CCO)(C)C ((E)-6,6-dimethyl-4-hepten-2-yn-1-ol). Reaction SMILES: I/[CH:2]=[CH:3]/[C:4]([CH3:7])([CH3:6])[CH3:5].C1(P(C2C=CC=CC=2)C2C=CC=CC=2)C=CC=CC=1.C(N)CCC.[CH2:32]([OH:35])[C:33]#[CH:34]>O1CCCC1.[Cu]I.[Pd](Cl)Cl.C(OCC)(=O)C.O>[CH3:5][C:4]([CH3:7])([CH3:6])/[CH:3]=[CH:2]/[C:34]#[C:33][CH2:32][OH:35]. Procedure details: 0.63 g of (E)-1- iodo-3,3-dimethyl-1-butene [see J. Org. Chem., 43, 4424 (1978)] was dissolved in 10 ml of tetrahydrofuran, and 31 mg of triphenylphosphine, 29 mg of copper(I) iodide, 11 mg of palladium chloride, 1.5 ml of n-butylamine and 0.35 ml of propargyl alcohol were added. The mixture was stirred overnight at room temperature, and then water and ethyl acetate were added. The organic layer separated was worked up in a customary manner, and the product was purified by silica gel column chro... Starting materials: O=C1C(CCCCC1)C(=O)OC (Methyl 2-oxo-cycloheptanecarboxylate), C(C)(C)(C)OC(N(C)C)N(C)C (tert.-butoxy-bis-(dimethylamino)-methane). Product: CN(C=C1C(C(CCCC1)C(=O)OC)=O)C (Methyl 3-[1-dimethylamino-methylidene]-2-oxo-cycloheptanecarboxylate). RXN SMILES: [O:1]=[C:2]1[CH2:8][CH2:7][CH2:6][CH2:5][CH2:4][CH:3]1[C:9]([O:11][CH3:12])=[O:10].C(O[CH:18](N(C)C)[N:19]([CH3:21])[CH3:20])(C)(C)C>>[CH3:18][N:19]([CH3:21])[CH:20]=[C:8]1[CH2:7][CH2:6][CH2:5][CH2:4][CH:3]([C:9]([O:11][CH3:12])=[O:10])[C:2]1=[O:1]. Procedure details: Methyl 2-oxo-cycloheptanecarboxylate (51 mg, 0.30 mmol) was reacted with tert.-butoxy-bis-(dimethylamino)-methane using in analogous manner the procedure described in example 45a) to give crude title compound (85 mg) as a yellow oil which was used directly in the next step. MS ISP (m/e): 226.3 [(M+H)+]. Reactants: C(#N)C1=CC=C(C=C1)C=1C=NN(C1)CC=1C=C(C(=O)NC=2SC3=C(N2)CC[C@@H](C3)NCCC(F)(F)F)C=CC1 (3-[4-(4-cyano-phenyl)-pyrazol-1-ylmethyl]-N—[(S)-6-(3,3,3-trifluoro-propylamino)-4,5,6,7-tetrahydro-benzothiazol-2-yl]-benzamide), C=O (formaldehyde), C(#N)[BH3-].[Na+] (sodium cyanoborohydride). Run in CO.C(Cl)Cl (MeOH CH2Cl2). Yields the product C(#N)C1=CC=C(C=C1)C=1C=NN(C1)CC=1C=C(C(=O)NC=2SC3=C(N2)CC[C@@H](C3)N(CCC(F)(F)F)C)C=CC1 (3-[4-(4-cyano-phenyl)-pyrazol-1-ylmethyl]-N-{(S)-6-[methyl-(3,3,3-trifluoro-propyl)-amino]-4,5,6,7-tetrahydro-benzothiazol-2-yl}-benzamide). Yield: 83.7%. RXN SMILES: [C:1]([C:3]1[CH:8]=[CH:7][C:6]([C:9]2[CH:10]=[N:11][N:12]([CH2:14][C:15]3[CH:16]=[C:17]([CH:37]=[CH:38][CH:39]=3)[C:18]([NH:20][C:21]3[S:22][C:23]4[CH2:29][C@@H:28]([NH:30][CH2:31][CH2:32][C:33]([F:36])([F:35])[F:34])[CH2:27][CH2:26][C:24]=4[N:25]=3)=[O:19])[CH:13]=2)=[CH:5][CH:4]=1)#[N:2].C=O.[C:42]([BH3-])#N.[Na+]>CO.C(Cl)Cl>[C:1]([C:3]1[CH:8]=[CH:7][C:6]([C:9]2[CH:10]=[N:11][N:12]([CH2:14][C:15]3[CH:16]=[C:17]([CH:37]=[CH:38][CH:39]=3)[C:18]([NH:20][C:21]3[S:22][C:23]4[CH2:29][C@@H:28]([N:30]([CH3:42])[CH2:31][CH2:32][C:33]([F:36])([F:35])[F:34])[CH2:27][CH2:26][C:24]=4[N:25]=3)=[O:19])[CH:13]=2)=[CH:5][CH:4]=1)#[N:2] |f:2.3,4.5|. Procedure: Stir a solution of 3-[4-(4-cyano-phenyl)-pyrazol-1-ylmethyl]-N—[(S)-6-(3,3,3-trifluoro-propylamino)-4,5,6,7-tetrahydro-benzothiazol-2-yl]-benzamide (0.063 g, 0.11 mmol) and formaldehyde solution (0.08 mL, 1.14 mmol, 37 wt % in H2O) and sodium cyanoborohydride (0.014 g, 0.23 mmol) in 1 mL 20% MeOH/CH2Cl2 overnight at room temperature in a capped flask. Concentrate the mixture, add aq. H2O and extract the product 4×EtOAc, washed 3×H2O. Dry the mixture with a drying agent and concentrate. Purify th...